This data is from the Open Reaction Database (ORD), a public repository of structured organic reaction records. The task is: describe an organic reaction: reactants, conditions, products, and yield Starting materials: C1CCOC1, COC(=O)c1cc(-c2ccc(OC)cc2)sc1N, O=C=NC(=O)C(Cl)(Cl)Cl. The product is COC(=O)c1cc(-c2ccc(OC)cc2)sc1NC(=O)NC(=O)C(Cl)(Cl)Cl. As a reaction SMILES: [CH2:28]1[O:29][CH2:30][CH2:31][CH2:32]1.[CH3:1][O:2][C:3](=[O:4])[c:5]1[c:6]([NH2:18])[s:7][c:8](-[c:10]2[cH:11][cH:12][c:13]([O:16][CH3:17])[cH:14][cH:15]2)[cH:9]1.[Cl:19][C:20]([C:21](=[O:22])[N:23]=[C:24]=[O:25])([Cl:26])[Cl:27]>>[CH3:1][O:2][C:3](=[O:4])[c:5]1[c:6]([NH:18][C:24]([NH:23][C:21]([C:20]([Cl:19])([Cl:26])[Cl:27])=[O:22])=[O:25])[s:7][c:8](-[c:10]2[cH:11][cH:12][c:13]([O:16][CH3:17])[cH:14][cH:15]2)[cH:9]1. The reactants are C(#N)C1=CC=C(C=C1)C1=CC=C(C=C1)C(CCC(=O)OC)=O (4-(4′-cyano-biphenyl-4-yl)-4-oxo-butyric acid, methyl ester), aqueous solution, [OH-].[Na+] (sodium hydroxide). Solvent: O1CCCC1 (tetrahydrofuran), C1CCOC1 (THF). Conditions: time 18 hour. Yields the product C(#N)C1=CC=C(C=C1)C1=CC=C(C=C1)C(CCC(=O)O)=O (4-(4′-cyano-biphenyl-4-yl)-4-oxo-butyric acid). Isolated yield 95.4%. Reaction SMILES: [C:1]([C:3]1[CH:8]=[CH:7][C:6]([C:9]2[CH:14]=[CH:13][C:12]([C:15](=[O:22])[CH2:16][CH2:17][C:18]([O:20]C)=[O:19])=[CH:11][CH:10]=2)=[CH:5][CH:4]=1)#[N:2].[OH-].[Na+]>O1CCCC1>[C:1]([C:3]1[CH:4]=[CH:5][C:6]([C:9]2[CH:14]=[CH:13][C:12]([C:15](=[O:22])[CH2:16][CH2:17][C:18]([OH:20])=[O:19])=[CH:11][CH:10]=2)=[CH:7][CH:8]=1)#[N:2] |f:1.2|. Reported procedure: To a stirred solution of 4-(4′-cyano-biphenyl-4-yl)-4-oxo-butyric acid, methyl ester (0.143 g, 0.000488 mol) in tetrahydrofuran at 15° C. was added in one portion a 1.0 M aqueous solution of sodium hydroxide (0.50 mL, 0.00050 mol), and the mixture was allowed to stir at room temperature for 18 hours. The THF was rotary evaporated, and the residue was partitioned between water and chloroform. The aqueous layer was washed with additional chloroform. The aqueous layer was acidified with 1.0 M aqueo... Starting materials: C(C)(C)(C)OC(=O)N1C(CC(C1)COC(F)F)C=1NC(=CN1)C1=CC=C(C=C1)Br (2-[5-(4-Bromo-phenyl)-1H-imidazol-2-yl]-4-difluoromethoxymethyl-pyrrolidine-1-carboxylic acid tert-butyl ester), C(C)(C)(C)OC(=O)N1C(CC(C1)COC(F)F)C(=O)OCC(=O)C1=CC=C(C=C1)Br (4-Difluoromethoxymethyl-pyrrolidine-1,2-dicarboxylic acid 2-[2-(4-bromo-phenyl)-2-oxo-ethyl]ester 1-tert-butyl ester), NH4OAc. Run in CCOC(=O)C (EtOAc), C1(=CC=CC=C1)C (PhMe). Yields the product COC(=O)C1N(CC(C1)COC(F)F)C(=O)OC(C)(C)C (4-Difluoromethoxymethyl-pyrrolidine-1,2-dicarboxylic acid 1-tert-butyl ester 2-methyl ester). The yield is 68.3%. RXN SMILES: C(OC(N1CC(COC(F)F)CC1C1NC(C2C=CC(Br)=CC=2)=CN=1)=O)(C)(C)C.[C:30]([O:34][C:35]([N:37]1[CH2:41][CH:40]([CH2:42][O:43][CH:44]([F:46])[F:45])[CH2:39][CH:38]1[C:47]([O:49][CH2:50]C(C1C=CC(Br)=CC=1)=O)=[O:48])=[O:36])([CH3:33])([CH3:32])[CH3:31]>C1(C)C=CC=CC=1.CCOC(C)=O>[CH3:50][O:49][C:47]([CH:38]1[CH2:39][CH:40]([CH2:42][O:43][CH:44]([F:46])[F:45])[CH2:41][N:37]1[C:35]([O:34][C:30]([CH3:33])([CH3:32])[CH3:31])=[O:36])=[O:48]. Procedure details: 4-Hydroxymethyl-pyrrolidine-1,2-dicarboxylic acid 1-tert-butyl ester 2-methyl ester (584 mg, 2.25 mmol) and CuI (86 mg, 0.45 mmol) were suspended in MeCN (10 mL). The reaction mixture was heated to 45° C. and difluoro-fluorosulfonyl-acetic acid (0.465 mL, 4.5 mmol) was added dropwise over the course of 30 min. Stirring was continued for another 3 h, after which the reaction mixture was cooled to RT and concentrated. The residue was taken up in EtOAc and washed with saturated aqueous NaHCO3 and b... Procedure: 3-Amino-5,5-dimethyl-2-cyclohexen-1-one was reacted with 3-(4-methoxyphenoxy)-benzaldehyde in an analogous manner to that described in Example 1 to give 3,4,6,7,9,10-hexahydro-3,3,6,6-tetramethyl-9-[3-(4-methoxyphenoxy)-phenyl]-1,8(2H,5H)-acridinedione. Crystallization from ethanol/water gave a pale yellow crystalline solid of melting point 210-212° C. RXN SMILES: [NH2:1][C:2]1[CH2:7][C:6]([CH3:9])([CH3:8])[CH2:5][C:4](=[O:10])[CH:3]=1.[CH3:11][O:12][C:13]1[CH:27]=[CH:26][C:16]([O:17][C:18]2[CH:19]=[C:20]([CH:23]=[CH:24][CH:25]=2)[CH:21]=O)=[CH:15][CH:14]=1>>[CH3:8][C:6]1([CH3:9])[CH2:7][C:2]2[NH:1][C:2]3[CH2:7][C:6]([CH3:9])([CH3:8])[CH2:5][C:4](=[O:10])[C:3]=3[CH:21]([C:20]3[CH:23]=[CH:24][CH:25]=[C:18]([O:17][C:16]4[CH:26]=[CH:27][C:13]([O:12][CH3:11])=[CH:14][CH:15]=4)[CH:19]=3)[C:3]=2[C:4](=[O:10])[CH2:5]1. Yields the product CC1(CC(C=2C(C=3C(CC(CC3NC2C1)(C)C)=O)C1=CC(=CC=C1)OC1=CC=C(C=C1)OC)=O)C (3,4,6,7,9,10-hexahydro-3,3,6,6-tetramethyl-9-[3-(4-methoxyphenoxy)-phenyl]-1,8(2H,5H)-acridinedione). The reactants are NC1=CC(CC(C1)(C)C)=O (3-Amino-5,5-dimethyl-2-cyclohexen-1-one), COC1=CC=C(OC=2C=C(C=O)C=CC2)C=C1 (3-(4-methoxyphenoxy)-benzaldehyde). The reactants are P(Br)(Br)Br (PBr3), OC1=C(C=C(C=O)C=C1OC)C=O (4-hydroxy-5-methoxyisophtalaldehyde), ice water. Run in ClCCl (dichloromethane), ClCCl (dichloromethane). Product: OC1=C(C=C(C=O)C=C1O)C=O (4,5-Dihydroxyisophtalaldehyde). Reaction SMILES: [OH:1][C:2]1[C:9]([O:10]C)=[CH:8][C:5]([CH:6]=[O:7])=[CH:4][C:3]=1[CH:12]=[O:13].P(Br)(Br)Br>ClCCl>[OH:1][C:2]1[C:9]([OH:10])=[CH:8][C:5]([CH:6]=[O:7])=[CH:4][C:3]=1[CH:12]=[O:13]. Procedure: To a suspension containing 1.8 g of 4-hydroxy-5-methoxyisophtalaldehyde in 20 ml of dichloromethane was added 35 ml of 1 molar PBr3 in dichloromethane. The mixture was allowed to stand over night at room temperature and poured the to ice-water. Dichloromethane was evaporated in vacuo. After cooling the product was filtered and washed with water. Yield 0.94 g (57%), m.p. 192°-195° C. Starting materials: O1CCCC=C1 (dihydropyran), Cl.NCCCCCCC(=O)OC (methyl 7-aminoheptanate hydrochloride), ClC1=CC=C(C=C1)S(=O)(=O)NC(C(=O)O)CO ((RS)-2-(4-chlorobenzenesulfonylamino)-3-hydroxypropanoic acid). The product is ClC1=CC=C(C=C1)S(=O)(=O)NC(C(=O)NCCCCCCC(=O)OC)COC1OCCCC1 ((RS)-2-(4-chlorobenzenesulfonylamino)-N-(6-methoxycarbonylhexyl)-3-(tetrahydropyran-2-yloxy)propanamide). RXN SMILES: [O:1]1[CH:6]=[CH:5][CH2:4][CH2:3][CH2:2]1.Cl.[NH2:8][CH2:9][CH2:10][CH2:11][CH2:12][CH2:13][CH2:14][C:15]([O:17][CH3:18])=[O:16].[Cl:19][C:20]1[CH:25]=[CH:24][C:23]([S:26]([NH:29][CH:30]([CH2:34][OH:35])[C:31](O)=[O:32])(=[O:28])=[O:27])=[CH:22][CH:21]=1>>[Cl:19][C:20]1[CH:21]=[CH:22][C:23]([S:26]([NH:29][CH:30]([CH2:34][O:35][CH:6]2[CH2:5][CH2:4][CH2:3][CH2:2][O:1]2)[C:31]([NH:8][CH2:9][CH2:10][CH2:11][CH2:12][CH2:13][CH2:14][C:15]([O:17][CH3:18])=[O:16])=[O:32])(=[O:27])=[O:28])=[CH:24][CH:25]=1 |f:1.2|. Reported procedure: The procedure described in Example 1 was repeated, except that dihydropyran (1.93 ml) and methyl 7-aminoheptanate hydrochloride (1.679 g) were successively reacted with (RS)-2-(4-chlorobenzenesulfonylamino)-3-hydroxypropanoic acid (2 g) to obtain (RS)-2-(4-chlorobenzenesulfonylamino)-N-(6-methoxycarbonylhexyl)-3-(tetrahydropyran-2-yloxy)propanamide (1. 497 g). The reactants are C(C)(=O)NC=1C(C(=O)O)=CC(=CC1)Br (N-acetyl-5-bromo-anthranilic acid), Cl (HCl). The solvent is O1CCOCC1 (1,4-dioxane). Reaction conditions: temperature 110 celsius. Product: BrC1=CC=C(C(C(=O)O)=C1)N (5-bromo-anthranilic acid). The yield is 91.7%. As a reaction SMILES: C([NH:4][C:5]1[C:6](=[CH:10][C:11]([Br:14])=[CH:12][CH:13]=1)[C:7]([OH:9])=[O:8])(=O)C.Cl>O1CCOCC1>[Br:14][C:11]1[CH:10]=[C:6]([C:7]([OH:9])=[O:8])[C:5]([NH2:4])=[CH:13][CH:12]=1. Reported procedure: To a mixture of 9 (71 g, 0.275 mol) in 1,4-dioxane (400 mL) was added HCl (400 mL). The mixture was refluxed for 4 h at 110° C. Then the mixture was concentrated and added to 300 mL water. The mixture was filtered and the pH was adjusted to 6 with 2N NaOH, washed with water and dried to give 10 as a white solid (54.5 g, yield: 91.7%). Reactants: OBO, Brc1ccccc1, Cc1cc(-c2ccc(Cl)c(Cl)c2)cc(I)n1. Yields the product Cc1cc(-c2ccc(Cl)c(Cl)c2)cc(-c2cccc(Br)c2)n1. As a reaction SMILES: [BH:17]([OH:18])[OH:19].[Br:20][c:21]1[cH:22][cH:23][cH:24][cH:25][cH:26]1.[Cl:1][c:2]1[cH:3][c:4](-[c:9]2[cH:10][c:11]([I:16])[n:12][c:13]([CH3:15])[cH:14]2)[cH:5][cH:6][c:7]1[Cl:8]>>[Cl:1][c:2]1[cH:3][c:4](-[c:9]2[cH:10][c:11](-[c:25]3[cH:24][cH:23][cH:22][c:21]([Br:20])[cH:26]3)[n:12][c:13]([CH3:15])[cH:14]2)[cH:5][cH:6][c:7]1[Cl:8]. The reactants are CI, CN(C)C=O, CC(C)OC(C)C, [H-], COC(=O)c1ccc(CNc2nc(-c3ccc([N+](=O)[O-])cc3)cs2)cc1, [Na+], O. Product: COC(=O)c1ccc(CN(C)c2nc(-c3ccc([N+](=O)[O-])cc3)cs2)cc1. As a reaction SMILES: [CH3:29][I:30].[CH3:38][N:39]([CH3:40])[CH:41]=[O:42].[CH:31]([O:32][CH:33]([CH3:34])[CH3:35])([CH3:36])[CH3:37].[H-:1].[N+:3](=[O:4])([O-:5])[c:6]1[cH:7][cH:8][c:9](-[c:12]2[n:13][c:14]([NH:17][CH2:18][c:19]3[cH:20][cH:21][c:22]([C:23](=[O:24])[O:25][CH3:26])[cH:27][cH:28]3)[s:15][cH:16]2)[cH:10][cH:11]1.[Na+:2].[OH2:43]>>[N+:3](=[O:4])([O-:5])[c:6]1[cH:7][cH:8][c:9](-[c:12]2[n:13][c:14]([N:17]([CH2:18][c:19]3[cH:20][cH:21][c:22]([C:23](=[O:24])[O:25][CH3:26])[cH:27][cH:28]3)[CH3:31])[s:15][cH:16]2)[cH:10][cH:11]1.